Task: describe an organic reaction: reactants, conditions, products, and yield. Dataset: the Open Reaction Database (ORD), a public repository of structured organic reaction records Starting materials: ClC1=CC=C(C=C1)C(CCC1CCCC1)=O (1-(4-chloro-phenyl)-3-cyclopentyl-propan-1-one), C([O-])([O-])=O.[K+].[K+] (potassium carbonate), Cl.CON (methoxyamine hydrochloride). Run in C(C)O (ethanol). The product is CON=C(CCC1CCCC1)C1=CC=C(C=C1)Cl (1-(4-chloro-phenyl)-3-cyclopentyl-propan-1-one O-methyl-oxime). Yield: 60.6%. RXN SMILES: [Cl:1][C:2]1[CH:7]=[CH:6][C:5]([C:8](=O)[CH2:9][CH2:10][CH:11]2[CH2:15][CH2:14][CH2:13][CH2:12]2)=[CH:4][CH:3]=1.C(=O)([O-])[O-].[K+].[K+].Cl.[CH3:24][O:25][NH2:26]>C(O)C>[CH3:24][O:25][N:26]=[C:8]([C:5]1[CH:6]=[CH:7][C:2]([Cl:1])=[CH:3][CH:4]=1)[CH2:9][CH2:10][CH:11]1[CH2:15][CH2:14][CH2:13][CH2:12]1 |f:1.2.3,4.5|. Procedure: To a solution of 1-(4-chloro-phenyl)-3-cyclopentyl-propan-1-one (1.12 g, 4.731 mmol) in ethanol (15 mL) was added potassium carbonate (1.962 g, 14.19 mmol) and methoxyamine hydrochloride (494 mg, 5.914 mmol). The reaction mixture was heated at reflux for 12 h. Upon cooling to room temperature, the reaction mixture was filtered, and the white solids were washed with diethyl ether. The filtrate was concentrated in vacuo, and the residue was partitioned between diethyl ether and water. The product ... The reactants are O=c1c2cc(-c3ccccc3)cnc2ccc2cccc(Br)c12, O=C([O-])[O-], CB1OB(C)OB(C)O1, [K+], [K+], c1ccc(P(c2ccccc2)(c2ccccc2)[Pd](P(c2ccccc2)(c2ccccc2)c2ccccc2)(P(c2ccccc2)(c2ccccc2)c2ccccc2)P(c2ccccc2)(c2ccccc2)c2ccccc2)cc1. Yields the product Cc1cccc2ccc3ncc(-c4ccccc4)cc3c(=O)c12. RXN SMILES: [Br:1][c:2]1[cH:3][cH:4][cH:5][c:6]2[c:7]1[c:8](=[O:23])[c:9]1[c:10]([n:11][cH:12][c:13](-[c:15]3[cH:16][cH:17][cH:18][cH:19][cH:20]3)[cH:14]1)[cH:21][cH:22]2.[C:33](=[O:34])([O-:35])[O-:36].[CH3:24][B:25]1[O:26][B:27]([CH3:28])[O:29][B:30]([CH3:31])[O:32]1.[K+:37].[K+:38].[cH:39]1[cH:40][cH:41][c:42]([P:43]([Pd:44]([P:45]([c:46]2[cH:47][cH:48][cH:49][cH:50][cH:51]2)([c:52]2[cH:53][cH:54][cH:55][cH:56][cH:57]2)[c:58]2[cH:59][cH:60][cH:61][cH:62][cH:63]2)([P:64]([c:65]2[cH:66][cH:67][cH:68][cH:69][cH:70]2)([c:71]2[cH:72][cH:73][cH:74][cH:75][cH:76]2)[c:77]2[cH:78][cH:79][cH:80][cH:81][cH:82]2)[P:83]([c:84]2[cH:85][cH:86][cH:87][cH:88][cH:89]2)([c:90]2[cH:91][cH:92][cH:93][cH:94][cH:95]2)[c:96]2[cH:97][cH:98][cH:99][cH:100][cH:101]2)([c:102]2[cH:103][cH:104][cH:105][cH:106][cH:107]2)[c:108]2[cH:109][cH:110][cH:111][cH:112][cH:113]2)[cH:114][cH:115]1>>[c:2]1([CH3:24])[cH:3][cH:4][cH:5][c:6]2[c:7]1[c:8](=[O:23])[c:9]1[c:10]([n:11][cH:12][c:13](-[c:15]3[cH:16][cH:17][cH:18][cH:19][cH:20]3)[cH:14]1)[cH:21][cH:22]2. Starting materials: C(C)NC1=C(C=NC=C1)N (N4-Ethylpyridine-3,4-diamine), C(#N)CC(=O)OCC (ethyl cyanoacetate). The product is C(C)N1C(=NC=2C=NC=CC21)CC#N ((1-Ethyl-1H-imidazo[4,5-c]pyridin-2-yl)acetonitrile). Isolated yield 37.3%. Procedure: The product from Step 2 (500 mg, 3.6 mmole) and ethyl cyanoacetate (620 mg, 5.5 mmol) were heated together at 190° C. for 20 minutes. After cooling to room temperature, the residue was purified by column chromatography eluting with 10% methanol in ethyl acetate to afford the title compound (250 mg, 37%); MS (ES+) m/e 187 [M+H]+. Reaction SMILES: [CH2:1]([NH:3][C:4]1[CH:9]=[CH:8][N:7]=[CH:6][C:5]=1[NH2:10])[CH3:2].[C:11]([CH2:13][C:14](OCC)=O)#[N:12]>>[CH2:1]([N:3]1[C:4]2[CH:9]=[CH:8][N:7]=[CH:6][C:5]=2[N:10]=[C:14]1[CH2:13][C:11]#[N:12])[CH3:2]. Reactants: N#Cc1ccc(-c2csc(NC3CCN(Cc4ccccc4)CC3)n2)cc1, CI, CN(C)C=O, [H-], [Na+], O. Product: CN(c1nc(-c2ccc(C#N)cc2)cs1)C1CCN(Cc2ccccc2)CC1. RXN SMILES: [CH2:1]([c:2]1[cH:3][cH:4][cH:5][cH:6][cH:7]1)[N:8]1[CH2:9][CH2:10][CH:11]([NH:14][c:15]2[s:16][cH:17][c:18](-[c:20]3[cH:21][cH:22][c:23]([C:24]#[N:25])[cH:26][cH:27]3)[n:19]2)[CH2:12][CH2:13]1.[CH3:30][I:31].[CH3:33][N:34]([CH3:35])[CH:36]=[O:37].[H-:28].[Na+:29].[OH2:32]>>[CH2:1]([c:2]1[cH:3][cH:4][cH:5][cH:6][cH:7]1)[N:8]1[CH2:9][CH2:10][CH:11]([N:14]([c:15]2[s:16][cH:17][c:18](-[c:20]3[cH:21][cH:22][c:23]([C:24]#[N:25])[cH:26][cH:27]3)[n:19]2)[CH3:30])[CH2:12][CH2:13]1. Starting materials: C(C)(=O)N1N=CC2=CC=C(C=C12)COC(C)=O (1-acetyl-6-(acetoxymethyl)indazole), Br (hydrobromic acid). Conditions: time 46 hour. The product is Br.BrCC1=CC=C2C=NNC2=C1 (6-(Bromomethyl)-1H-indazole Hydrogen Bromide), solid. Isolated yield 84.0%. Reaction SMILES: C([N:4]1[C:12]2[C:7](=[CH:8][CH:9]=[C:10]([CH2:13]OC(=O)C)[CH:11]=2)[CH:6]=[N:5]1)(=O)C.[BrH:18]>>[BrH:18].[Br:18][CH2:13][C:10]1[CH:11]=[C:12]2[C:7]([CH:6]=[N:5][NH:4]2)=[CH:8][CH:9]=1 |f:2.3|. Procedure details: A suspension of 1-acetyl-6-(acetoxymethyl)indazole (9.5 g, 41 mmol) (98) in aqueous hydrobromic acid (48% aqueous solution, 20 mL, 177 mmol) was stirred at room temperature for 46 hours. The solid was collected on a Buchner funnel and dried under vacuum for 12 hours. The filtrate was stirred at room temperature for additional 24 hours and more solid was collected. After drying under vacuum, title compound was obtained as a yellow solid (10.0 g, 84%) which was used as such without further purific... RXN SMILES: [Al+3:28].[CH2:33]1[O:34][CH2:35][CH2:36][CH2:37]1.[CH3:38][CH2:39][O:40][CH2:41][CH3:42].[H-:27].[H-:30].[H-:31].[H-:32].[Li+:29].[OH:1][c:2]1[cH:3][cH:4][c:5]([CH:8]2[CH2:9][CH2:10][CH:11]([N:14]([C:15]([CH3:16])=[O:17])[CH2:18][CH2:19][CH2:20][c:21]3[cH:22][cH:23][cH:24][cH:25][cH:26]3)[CH2:12][CH2:13]2)[cH:6][cH:7]1>>[OH:1][c:2]1[cH:3][cH:4][c:5]([CH:8]2[CH2:9][CH2:10][CH:11]([N:14]([CH2:15][CH3:16])[CH2:18][CH2:19][CH2:20][c:21]3[cH:22][cH:23][cH:24][cH:25][cH:26]3)[CH2:12][CH2:13]2)[cH:6][cH:7]1. Starting materials: [Al+3], C1CCOC1, CCOCC, [H-], [H-], [H-], [H-], [Li+], CC(=O)N(CCCc1ccccc1)C1CCC(c2ccc(O)cc2)CC1. Product: CCN(CCCc1ccccc1)C1CCC(c2ccc(O)cc2)CC1.